Task: describe an organic reaction: reactants, conditions, products, and yield. Dataset: the Open Reaction Database (ORD), a public repository of structured organic reaction records RXN SMILES: [C:1]([O:6][CH3:7])(=[O:5])[C:2]([CH3:4])=[CH2:3].C([O:12][CH2:13][CH2:14]CC)(=O)C=C.C=CC1C=CC=CC=1.C(OO)(C)(C)C>O>[C:1]([O:6][CH2:7][CH:13]1[O:12][CH2:14]1)(=[O:5])[C:2]([CH3:4])=[CH2:3]. Run in O (water). Reactants: styrene-butadiene rubber, C=CC1=CC=CC=C1 (styrene), C(C)(C)(C)OO (t-butyl hydroperoxide), C(C(=C)C)(=O)OC (methyl methacrylate), C(C=C)(=O)OCCCC (butyl acrylate). Procedure details: An amount of 1300 g of an aqueous latex of a core polymer mainly comprising a styrene-butadiene rubber (containing 420 g of styrene-butadiene rubber particles) as obtained using the procedure described in Example 2 was charged into a 3 L glass vessel followed by addition of 440 g of pure water and stirring at 70° C. while replacing the atmosphere inside the vessel with nitrogen. A monomer mixture composed of 60 g of methyl methacrylate, 10 g of butyl acrylate, 35 g of styrene and 0.4 g of t-buty... Run at temperature 70 celsius. Yields the product C(C(=C)C)(=O)OCC1CO1 (glycidyl methacrylate). Reactants: CCOC(=O)COc1ccc(C(=O)C(C)CC(=O)c2ccc(C(=N)NC(=O)OC(C)(C)C)cc2)cc1, CC(=O)O. The product is CCOC(=O)COc1ccc(C(=O)C(C)CC(=O)c2ccc(C(=N)N)cc2)cc1. As a reaction SMILES: [C:1]([O:2][C:3](=[O:4])[NH:8][C:9]([c:10]1[cH:11][cH:12][c:13]([C:16]([CH2:17][CH:18]([C:19](=[O:20])[c:21]2[cH:22][cH:23][c:24]([O:25][CH2:26][C:27](=[O:28])[O:29][CH2:30][CH3:31])[cH:32][cH:33]2)[CH3:34])=[O:35])[cH:14][cH:15]1)=[NH:36])([CH3:5])([CH3:6])[CH3:7].[CH3:37][C:38](=[O:39])[OH:40]>>[NH:8]=[C:9]([c:10]1[cH:11][cH:12][c:13]([C:16]([CH2:17][CH:18]([C:19](=[O:20])[c:21]2[cH:22][cH:23][c:24]([O:25][CH2:26][C:27](=[O:28])[O:29][CH2:30][CH3:31])[cH:32][cH:33]2)[CH3:34])=[O:35])[cH:14][cH:15]1)[NH2:36]. The reactants are CCOC(=O)C(C#N)c1nc(C)cc(C(F)(F)F)n1, CC(=O)O, Cl, Nc1ccc([N+](=O)[O-])cc1N. Yields the product Cc1cc(C(F)(F)F)nc(C(C#N)=C2Nc3ccc([N+](=O)[O-])cc3N2)n1. As a reaction SMILES: [C:13](#[N:14])[CH:15]([C:16]([O:17][CH2:18][CH3:19])=[O:20])[c:21]1[n:22][c:23]([C:28]([F:29])([F:30])[F:31])[cH:24][c:25]([CH3:27])[n:26]1.[CH3:32][C:33](=[O:34])[OH:35].[ClH:12].[N+:1](=[O:2])([O-:3])[c:4]1[cH:5][c:6]([NH2:11])[c:7]([NH2:10])[cH:8][cH:9]1>>[N+:1](=[O:2])([O-:3])[c:4]1[cH:5][c:6]2[c:7]([cH:8][cH:9]1)[NH:10][C:16](=[C:15]([C:13]#[N:14])[c:21]1[n:22][c:23]([C:28]([F:29])([F:30])[F:31])[cH:24][c:25]([CH3:27])[n:26]1)[NH:11]2. Reactants: S(=O)(=O)([O-])[O-].[Mg+2] (magnesium sulfate), C[Si](C)(C)C#CC1=CC=C(C=C1)CO ((4-((trimethylsilyl)ethynyl)phenyl) methanol), N1C=NC=C1 (imidazole), CC(C)(C)[Si](C)(C)Cl (TBSCl). Run in C1CCOC1 (THF), C1CCOC1 (THF). Conditions: temperature 0 celsius, time 15 hour. Product: C(C)(C)(C)[Si](OCC1=CC=C(C=C1)C#C[Si](C)(C)C)(C)C (tert-butyldimethyl((4-((trimethylsilyl)ethynyl)benzyl)oxy)silane). The yield is 95.2%. Reaction SMILES: [CH3:1][Si:2]([C:5]#[C:6][C:7]1[CH:12]=[CH:11][C:10]([CH2:13][OH:14])=[CH:9][CH:8]=1)([CH3:4])[CH3:3].N1C=CN=C1.[CH3:20][C:21]([Si:24](Cl)([CH3:26])[CH3:25])([CH3:23])[CH3:22].S([O-])([O-])(=O)=O.[Mg+2]>C1COCC1>[C:21]([Si:24]([CH3:26])([CH3:25])[O:14][CH2:13][C:10]1[CH:9]=[CH:8][C:7]([C:6]#[C:5][Si:2]([CH3:3])([CH3:4])[CH3:1])=[CH:12][CH:11]=1)([CH3:23])([CH3:22])[CH3:20] |f:3.4|. Procedure details: Under argon condition, (4-((trimethylsilyl)ethynyl)phenyl) methanol (258 mg, 1.26 mmol) was dissolved in 5 mL of dry THF and then cooled to 0° C., and imidazole (103 mg, 1.52 mmol) and TBSCl (228 mg, 1.52 mmol) dissolved in 3 mL of dry THF were added thereto. Thereafter, the temperature was raised to room temperature, and the reaction mixture was stirred for 15 hours at room temperature. Upon completion of the reaction, the reaction was terminated by adding 10 mL of aqueous saturated ammonium ch... Starting materials: Cl.ClC1=C(C(=CC=C1)Cl)N(C(=N)N)C (1-(2,6-dichlorophenyl)-1-methylguanidine hydrochloride). The solvent is [OH-].[Na+] (sodium hydroxide). The product is ClC1=C(C(=CC=C1)Cl)N(C(=N)N)C (1-(2,6-dichlorophenyl)-1-methylguanidine). As a reaction SMILES: Cl.[Cl:2][C:3]1[CH:8]=[CH:7][CH:6]=[C:5]([Cl:9])[C:4]=1[N:10]([CH3:14])[C:11]([NH2:13])=[NH:12]>[OH-].[Na+]>[Cl:2][C:3]1[CH:8]=[CH:7][CH:6]=[C:5]([Cl:9])[C:4]=1[N:10]([CH3:14])[C:11]([NH2:13])=[NH:12] |f:0.1,2.3|. Procedure details: The free base is prepared by dissolving 1-(2,6-dichlorophenyl)-1-methylguanidine hydrochloride in 10% sodium hydroxide solution and extracting with ether. The ether is dried and evaporated to dryness to obtain 1-(2,6-dichlorophenyl)-1-methylguanidine. Starting materials: C1(=CC=CC=C1)C1(CNCCO1)C1=CC=CC=C1 (2,2-diphenylmorpholine), O=C1N(CCCC1(C1=CC=CC=C1)C1=CC=CC=C1)CC(=O)O (2-(2-oxo-3,3-diphenylpiperidin-1-yl)acetic acid), 2-(1H-benzo[d][1,2,3]triazol-1-yl)-1,1,3,3-tetramethylisouronium hexafluorophosphate(V), C(C)(C)N(CC)C(C)C (diisopropylethylamine). The solvent is ClCCl (dichloromethane). Reaction conditions: time 8 hour. Product: C1(=CC=CC=C1)C1(CN(CCO1)C(CN1C(C(CCC1)(C1=CC=CC=C1)C1=CC=CC=C1)=O)=O)C1=CC=CC=C1 (1-[2-(2,2-diphenylmorpholin-4-yl)-2-oxoethyl]-3,3-diphenylpiperidin-2-one). Reaction SMILES: [C:1]1([C:7]2([C:13]3[CH:18]=[CH:17][CH:16]=[CH:15][CH:14]=3)[O:12][CH2:11][CH2:10][NH:9][CH2:8]2)[CH:6]=[CH:5][CH:4]=[CH:3][CH:2]=1.[O:19]=[C:20]1[C:25]([C:32]2[CH:37]=[CH:36][CH:35]=[CH:34][CH:33]=2)([C:26]2[CH:31]=[CH:30][CH:29]=[CH:28][CH:27]=2)[CH2:24][CH2:23][CH2:22][N:21]1[CH2:38][C:39](O)=[O:40].C(N(C(C)C)CC)(C)C>ClCCl>[C:13]1([C:7]2([C:1]3[CH:6]=[CH:5][CH:4]=[CH:3][CH:2]=3)[O:12][CH2:11][CH2:10][N:9]([C:39](=[O:40])[CH2:38][N:21]3[CH2:22][CH2:23][CH2:24][C:25]([C:32]4[CH:37]=[CH:36][CH:35]=[CH:34][CH:33]=4)([C:26]4[CH:31]=[CH:30][CH:29]=[CH:28][CH:27]=4)[C:20]3=[O:19])[CH2:8]2)[CH:14]=[CH:15][CH:16]=[CH:17][CH:18]=1. Procedure: To 2,2-diphenylmorpholine (0.075 g, 0.313 mmol), 2-(2-oxo-3,3-diphenylpiperidin-1-yl)acetic acid (Example 68E, 0.097 g, 0.313 mmol) and 2-(1H-benzo[d][1,2,3]triazol-1-yl)-1,1,3,3-tetramethylisouronium hexafluorophosphate(V) (0.131 g, 0.345 mmol) in dichloromethane (1 mL) was added diisopropylethylamine (0.082 mL, 0.470 mmol), and the reaction mixture was stirred at room temperature overnight. The reaction was loaded directly onto a silica gel column (Analogix®, SF15-24) and the product was elute...